describe an organic reaction: reactants, conditions, products, and yield From a dataset of the Open Reaction Database (ORD), a public repository of structured organic reaction records. Reactants: NC1=C(C=CC=C1)C(=O)C1=CC=CC=C1 ((2-aminophenyl)(phenyl)methanone), C(C)(C)N(C(C)C)CC (N,N-diisopropylethylamine), ClC1=NC=C(C(=N1)Cl)[N+](=O)[O-] (2,4-dichloro-5-nitropyrimidine). Solvent: C1CCOC1 (THF), C1CCOC1 (THF). Reaction conditions: time 2 hour. Product: ClC1=NC=C(C(=N1)NC1=C(C=CC=C1)C(=O)C1=CC=CC=C1)[N+](=O)[O-] ({2-[(2-chloro-5-nitropyrimidin-4-yl)amino]phenyl}(phenyl)methanone). The yield is 90.2%. RXN SMILES: [Cl:1][C:2]1[N:7]=[C:6](Cl)[C:5]([N+:9]([O-:11])=[O:10])=[CH:4][N:3]=1.[NH2:12][C:13]1[CH:18]=[CH:17][CH:16]=[CH:15][C:14]=1[C:19]([C:21]1[CH:26]=[CH:25][CH:24]=[CH:23][CH:22]=1)=[O:20].C(N(CC)C(C)C)(C)C>C1COCC1>[Cl:1][C:2]1[N:7]=[C:6]([NH:12][C:13]2[CH:18]=[CH:17][CH:16]=[CH:15][C:14]=2[C:19]([C:21]2[CH:22]=[CH:23][CH:24]=[CH:25][CH:26]=2)=[O:20])[C:5]([N+:9]([O-:11])=[O:10])=[CH:4][N:3]=1. Reported procedure: To a cooled (−78° C.) solution of 2,4-dichloro-5-nitropyrimidine (0.53 g, 2.75 mmol) in THF (3 mL) was added a solution of (2-aminophenyl)(phenyl)methanone (0.30 g, 1.55 mmol) and N,N-diisopropylethylamine (0.5 mL, 3.0 mmol) in THF (2.0 mL). The reaction was stirred for 2.0 hours. The reaction was then poured onto ice and allowed to warm to room temperature then was filtered, washing the solid with water. The isolated solid was dried under vacuum to give {2-[(2-chloro-5-nitropyrimidin-4-yl)amino... Starting materials: FC1=C(C(=CC=C1N)F)NC1=NC=CC=C1C1=C2N=CN(C2=NC=N1)C1OCCCC1 (2,6-difluoro-N1-(3-(9-(tetrahydro-2H-pyran-2-yl)-9H-purin-6-yl)pyridin-2-yl)benzene-1,3-diamine), ClC1=C(C=CC=C1)S(=O)(=O)Cl (2-chloro benzene-1-sulfonyl chloride), N1=CC=CC=C1 (pyridine). The solvent is ClCCl (dichloromethane). Run at temperature 50 celsius, time 2 hour. Yields the product ClC1=C(C=CC=C1)S(=O)(=O)NC1=C(C(=C(C=C1)F)NC1=NC=CC=C1C1=C2N=CN(C2=NC=N1)C1OCCCC1)F (2-chloro-N-(2,4-difluoro-3-(3-(9-(tetrahydro-2H-pyran-2-yl)-9H-purin-6-yl)pyridin-2-ylamino)phenyl)benzenesulfonamide). As a reaction SMILES: [F:1][C:2]1[C:7]([NH2:8])=[CH:6][CH:5]=[C:4]([F:9])[C:3]=1[NH:10][C:11]1[C:16]([C:17]2[N:25]=[CH:24][N:23]=[C:22]3[C:18]=2[N:19]=[CH:20][N:21]3[CH:26]2[CH2:31][CH2:30][CH2:29][CH2:28][O:27]2)=[CH:15][CH:14]=[CH:13][N:12]=1.[Cl:32][C:33]1[CH:38]=[CH:37][CH:36]=[CH:35][C:34]=1[S:39](Cl)(=[O:41])=[O:40].N1C=CC=CC=1>ClCCl>[Cl:32][C:33]1[CH:38]=[CH:37][CH:36]=[CH:35][C:34]=1[S:39]([NH:8][C:7]1[CH:6]=[CH:5][C:4]([F:9])=[C:3]([NH:10][C:11]2[C:16]([C:17]3[N:25]=[CH:24][N:23]=[C:22]4[C:18]=3[N:19]=[CH:20][N:21]4[CH:26]3[CH2:31][CH2:30][CH2:29][CH2:28][O:27]3)=[CH:15][CH:14]=[CH:13][N:12]=2)[C:2]=1[F:1])(=[O:41])=[O:40]. Procedure details: The 2,6-difluoro-N1-(3-(9-(tetrahydro-2H-pyran-2-yl)-9H-purin-6-yl)pyridin-2-yl)benzene-1,3-diamine (20 mg, 0.047 mmol) prepared at Step 9 was added and dissolved into dichloromethane solvent. 2-chloro benzene-1-sulfonyl chloride (15 mg, 0.07 mmol) and pyridine (8 uL, 0.094 mmol) were added into the reaction solution and stirred at 50° C. for 2 hours. After the reaction, the reactant was washed with 1N aqueous hydrochloric acid solution and salt water. After extraction with dichloromethane, the ... Reactants: compound 751, ClC=1C=C(CN(C(=O)C2=C(C(N(C2)CCCC(=O)O)=O)O)C)C=CC1Cl (4-{4-[(3,4-dichloro-benzyl)-methyl-carbamoyl]-3-hydroxy-2-oxo-2,5-dihydro-pyrrol-1-yl}-butyric acid), CS(=O)(=O)N (methane sulfonamide). The product is ClC=1C=C(CN(C(=O)C=2CN(C(C2O)=O)CCCC(=O)NS(=O)(=O)C)C)C=CC1Cl (4-Hydroxy-1-(4-methanesulfonylamino-4-oxo-butyl)-5-oxo-2,5-dihydro-1H-pyrrole-3-carboxylic acid (3,4-dichloro-benzyl)-methyl-amide), powder. Yield: 13.0%. RXN SMILES: [Cl:1][C:2]1[CH:3]=[C:4]([CH:23]=[CH:24][C:25]=1[Cl:26])[CH2:5][N:6]([CH3:22])[C:7]([C:9]1[CH2:13][N:12]([CH2:14][CH2:15][CH2:16][C:17](O)=[O:18])[C:11](=[O:20])[C:10]=1[OH:21])=[O:8].[CH3:27][S:28]([NH2:31])(=[O:30])=[O:29]>>[Cl:1][C:2]1[CH:3]=[C:4]([CH:23]=[CH:24][C:25]=1[Cl:26])[CH2:5][N:6]([CH3:22])[C:7]([C:9]1[CH2:13][N:12]([CH2:14][CH2:15][CH2:16][C:17]([NH:31][S:28]([CH3:27])(=[O:30])=[O:29])=[O:18])[C:11](=[O:20])[C:10]=1[OH:21])=[O:8]. Procedure details: Compound 755 was prepared from 4-{4-[(3,4-dichloro-benzyl)-methyl-carbamoyl]-3-hydroxy-2-oxo-2,5-dihydro-pyrrol-1-yl}-butyric acid and methane sulfonamide using the method described for compound 751. The title compound was purified by preparative HPLC (C18, ODS-A, S-75 μm, 30%–40% acetonitrile/water/0.5% TFA) and isolated as a white powder (0.0158 g, 13% yield). HRMS (M−H) calcd for C18H20N3Cl2O6S: 476.04499; found: 476.0431. Reaction SMILES: [CH2:1]([O:3][C:4]1[CH:9]=[CH:8][C:7]([F:10])=[CH:6][CH:5]=1)[CH3:2].CN(C)CCN(C)CCN(C)C.[Li]CCCC.CN([CH:31]=[O:32])C>C1COCC1>[CH2:1]([O:3][C:4]1[CH:5]=[CH:6][C:7]([F:10])=[C:8]([CH:9]=1)[CH:31]=[O:32])[CH3:2]. Run in C1CCOC1 (THF). Procedure details: To a solution of 1-ethoxy-4-fluorobenzene (1.1 g, 7.9 mmol) and pentamethyl diethylene triamine (2 mL) in anhydrous THF (6 mL) was added BuLi dropwise (1.38 M, 5.98 mL, 8.3 mmol) at −78° C. After addition, the reaction mixture was warmed up to −40° C. and stirred for 30 min, the reaction mixture was then cooled to −78° C. and DMF (0.7 mL) was added. The solution was warmed to rt, and stirred for 1 h. The reaction mixture was then partitioned between EtOAc and sat. NH4Cl, the organic layer was dr... Product: C(C)OC=1C=CC(=C(C=O)C1)F (5-ethoxy-2-fluorobenzaldehyde). Isolated yield 55.0%. Conditions: temperature -40 celsius, time 30 minute. Starting materials: CN(C)C=O (DMF), C(C)OC1=CC=C(C=C1)F (1-ethoxy-4-fluorobenzene), CN(CCN(CCN(C)C)C)C (pentamethyl diethylene triamine), [Li]CCCC (BuLi). The product is CCOCn1nccc1C(O)c1ccc(OC)c(Cl)c1Cl. The reactants are [Li]CCCC, CCOCn1cccn1, CCCCCC, [Cl-], COc1ccc(C=O)c(Cl)c1Cl, [NH4+], C1CCOC1, O. As a reaction SMILES: [CH2:1]([Li:2])[CH2:3][CH2:4][CH3:5].[CH2:6]([CH3:7])[O:8][CH2:9][n:10]1[n:11][cH:12][cH:13][cH:14]1.[CH3:29][CH2:30][CH2:31][CH2:32][CH2:33][CH3:34].[Cl-:27].[Cl:15][c:16]1[c:17]([CH:18]=[O:19])[cH:20][cH:21][c:22]([O:25][CH3:26])[c:23]1[Cl:24].[NH4+:28].[O:35]1[CH2:36][CH2:37][CH2:38][CH2:39]1.[OH2:40]>>[CH2:6]([CH3:7])[O:8][CH2:9][n:10]1[n:11][cH:12][cH:13][c:14]1[CH:18]([c:17]1[c:16]([Cl:15])[c:23]([Cl:24])[c:22]([O:25][CH3:26])[cH:21][cH:20]1)[OH:19]. Starting materials: C(CC(=O)O)(=O)O (Malonic acid), C(=O)C1=C(N(C2=CC=CC=C12)CC1=CC(=C(C=C1)Cl)Cl)C(=O)OCC (ethyl 3-formyl-N-(3,4-dichlorobenzyl)indole-2-carboxylate), N1=CC=CC=C1 (pyridine). The reagents and catalysts are N1CCCCC1 (piperidine). Reaction conditions: temperature 100 celsius, time 8 hour. Yields the product C(C)C1=C2C(=C(N(C2=CC=C1)CC1=CC(=C(C=C1)Cl)Cl)C(=O)OCC)\C=C/C(=O)O (Ethyl (Z)-N-(3,4-dichlorobenzyl)-2-ethoxycarbonylindole-3-acrylic acid). The yield is 19.0%. Reaction SMILES: [C:1](O)(=O)[CH2:2][C:3]([OH:5])=[O:4].C([C:10]1[C:18]2[C:13](=[CH:14][CH:15]=[CH:16][CH:17]=2)[N:12]([CH2:19][C:20]2[CH:25]=[CH:24][C:23]([Cl:26])=[C:22]([Cl:27])[CH:21]=2)[C:11]=1[C:28]([O:30][CH2:31][CH3:32])=[O:29])=O.N1C=CC=[CH:35][CH:34]=1>N1CCCCC1>[CH2:34]([C:17]1[CH:16]=[CH:15][CH:14]=[C:13]2[C:18]=1[C:10](/[CH:1]=[CH:2]\[C:3]([OH:5])=[O:4])=[C:11]([C:28]([O:30][CH2:31][CH3:32])=[O:29])[N:12]2[CH2:19][C:20]1[CH:25]=[CH:24][C:23]([Cl:26])=[C:22]([Cl:27])[CH:21]=1)[CH3:35]. Procedure details: Malonic acid (106 mg) and piperidine (1 drop) were added to a solution of ethyl 3-formyl-N-(3,4-dichlorobenzyl)indole-2-carboxylate (315 mg) in pyridine (5 ml) and the reaction stirred at 100° C. overnight. The reaction was concentrated in vacuo and the residue dissolved in ethyl acetate (30 ml), washed with HCl (2M, 30 ml) and water (30 ml), dried (MgSO4) and concentrated in vacuo to give the crude product which was triturated with a mixture of dichloromethane, ethyl acetate and hexane to give ...